From a dataset of the Open Reaction Database (ORD), a public repository of structured organic reaction records. describe an organic reaction: reactants, conditions, products, and yield Reactants: ClCC(=O)N1CCC2=CC(=CC=C12)OC1CCC(CC1)C(F)(F)F (2-chloro-1-[5-(4-trifluoromethyl-cyclohexyloxy)-2,3-dihydro-indol-1-yl]-ethanone), C(C)OC(CCN)=O (3-amino-propionic acid ethyl ester), Cl (HCl), C([O-])([O-])=O.[K+].[K+] (potassium carbonate). Solvent: C(C)#N (acetonitrile), O (water). The product is C(C)OC(CCNCC(N1CCC2=CC(=CC=C12)OC1CCC(CC1)C(F)(F)F)=O)=O (3-{2-oxo-2-[5-(4-trifluoromethyl-cyclohexyloxy)-2,3-dihydro-indol-1-yl]-ethylamino}-propionic acid ethyl ester). Yield: 10.0%. Reaction SMILES: Cl[CH2:2][C:3]([N:5]1[C:13]2[C:8](=[CH:9][C:10]([O:14][CH:15]3[CH2:20][CH2:19][CH:18]([C:21]([F:24])([F:23])[F:22])[CH2:17][CH2:16]3)=[CH:11][CH:12]=2)[CH2:7][CH2:6]1)=[O:4].[CH2:25]([O:27][C:28](=[O:32])[CH2:29][CH2:30][NH2:31])[CH3:26].Cl.C(=O)([O-])[O-].[K+].[K+]>C(#N)C.O>[CH2:25]([O:27][C:28](=[O:32])[CH2:29][CH2:30][NH:31][CH2:2][C:3](=[O:4])[N:5]1[C:13]2[C:8](=[CH:9][C:10]([O:14][CH:15]3[CH2:20][CH2:19][CH:18]([C:21]([F:24])([F:23])[F:22])[CH2:17][CH2:16]3)=[CH:11][CH:12]=2)[CH2:7][CH2:6]1)[CH3:26] |f:3.4.5|. Procedure details: A mixture of crude 2-chloro-1-[5-(4-trifluoromethyl-cyclohexyloxy)-2,3-dihydro-indol-1-yl]-ethanone (80 mg, 0.22 mmol), 3-amino-propionic acid ethyl ester as HCl salt (68 mg, 0.44 mmol) and potassium carbonate (98 mg, 0.71 mmol) in acetonitrile (2 mL) was heated to reflux for 4 hrs. The mixture was treated with water and extracted with ether. The organic phase was dried over MgSO4, concentrated, and purified via a silica gel column to give desired product (11 mg, yield 10%). ESI-MS: 443.20 (M+H)... The reactants are Cc1onc(-c2ccccc2)c1C(=O)O, COC(=O)c1ccc[nH]1, CC(Cl)Cl, O=S(Cl)Cl. Product: COC(=O)c1cc(C(=O)c2c(-c3ccccc3)noc2C)c[nH]1. Reaction SMILES: [CH3:1][c:2]1[c:3]([C:13](=[O:14])[OH:15])[c:4](-[c:7]2[cH:8][cH:9][cH:10][cH:11][cH:12]2)[n:5][o:6]1.[CH3:20][O:21][C:22](=[O:23])[c:24]1[nH:25][cH:26][cH:27][cH:28]1.[Cl:29][CH:30]([Cl:31])[CH3:32].[S:16]([Cl:17])([Cl:18])=[O:19]>>[CH3:1][c:2]1[c:3]([C:13](=[O:15])[c:27]2[cH:26][nH:25][c:24]([C:22]([O:21][CH3:20])=[O:23])[cH:28]2)[c:4](-[c:7]2[cH:8][cH:9][cH:10][cH:11][cH:12]2)[n:5][o:6]1. The reactants are CON=C(C(=O)NC1[C@@H]2N(C(C(CS2)O)C(=O)O)C1=O)C1(CBr)OCCO1 (7-[2-Methoxyimino-3,3-ethylenedioxy-4-bromobutyramido)-3-hydroxycepham-4-carboxylic acid), aqueous hydroperchloric acid, Example 10 ( 4 ). The solvent is C(C)(=O)O (acetic acid). The product is CON=C(C(=O)NC1[C@@H]2N(C(C(CS2)O)C(=O)O)C1=O)C(CBr)=O (7-[2-methoxyimino-3-oxo-4-bromobutyramido)-3-hydroxycepham-4-carboxylic acid). Isolated yield 66.2%. As a reaction SMILES: [CH3:1][O:2][N:3]=[C:4]([C:21]1(OCC[O:24]1)[CH2:22][Br:23])[C:5]([NH:7][CH:8]1[C:19](=[O:20])[N:10]2[CH:11]([C:16]([OH:18])=[O:17])[CH:12]([OH:15])[CH2:13][S:14][C@H:9]12)=[O:6]>C(O)(=O)C>[CH3:1][O:2][N:3]=[C:4]([C:21](=[O:24])[CH2:22][Br:23])[C:5]([NH:7][CH:8]1[C:19](=[O:20])[N:10]2[CH:11]([C:16]([OH:18])=[O:17])[CH:12]([OH:15])[CH2:13][S:14][C@H:9]12)=[O:6]. Procedure: 7-[2-Methoxyimino-3,3-ethylenedioxy-4-bromobutyramido)-3-hydroxycepham-4-carboxylic acid (syn isomer, 1 g.), 70% aqueous hydroperchloric acid (0.2 ml.) and acetic acid (2 ml.) were treated in a similar manner to that of Example 10 (4) to give 7-[2-methoxyimino-3-oxo-4-bromobutyramido)-3-hydroxycepham-4-carboxylic acid (syn isomer, 0.6 g.). Reactants: O=C([O-])[O-], CC(C)S(=O)(=O)NCC(C)(F)c1ccc(I)cc1, [K+], [K+], C1COCCO1, O, O, OB(O)Oc1ccccc1. Yields the product CC(C)S(=O)(=O)NCC(C)(F)c1ccc(-c2ccccc2)cc1. RXN SMILES: [C:29](=[O:30])([O-:31])[O-:32].[F:1][C:2]([CH2:3][NH:4][S:5](=[O:6])(=[O:7])[CH:8]([CH3:9])[CH3:10])([CH3:11])[c:12]1[cH:13][cH:14][c:15]([I:18])[cH:16][cH:17]1.[K+:33].[K+:34].[O:37]1[CH2:38][CH2:39][O:40][CH2:41][CH2:42]1.[OH2:35].[OH2:36].[c:19]1([O:25][B:26]([OH:27])[OH:28])[cH:20][cH:21][cH:22][cH:23][cH:24]1>>[F:1][C:2]([CH2:3][NH:4][S:5](=[O:6])(=[O:7])[CH:8]([CH3:9])[CH3:10])([CH3:11])[c:12]1[cH:13][cH:14][c:15](-[c:19]2[cH:20][cH:21][cH:22][cH:23][cH:24]2)[cH:16][cH:17]1. Reactants: COC=1C=C(C=CC1)SCC=O ((3-methoxyphenylsulphanyl)acetaldehyde), B(F)(F)F.CCOCC (Boron trifluoride etherate), C([O-])(O)=O.[Na+] (sodium bicarbonate). Run in ClCCl (dichloromethane), ClCCl (dichloromethane). Conditions: temperature 0 celsius. The product is COC=1C=CC2=C(SC=C2)C1 (6-Methoxybenzo[b]thiophene). Yield: 60.7%. RXN SMILES: B(F)(F)F.CCOCC.[CH3:10][O:11][C:12]1[CH:13]=[C:14]([S:18][CH2:19][CH:20]=O)[CH:15]=[CH:16][CH:17]=1.C(=O)(O)[O-].[Na+]>ClCCl>[CH3:10][O:11][C:12]1[CH:17]=[CH:16][C:15]2[CH:20]=[CH:19][S:18][C:14]=2[CH:13]=1 |f:0.1,3.4|. Procedure: Boron trifluoride etherate (8.15 mL) dissolved in dry dichloromethane (407 mL) was stirred rapidly at 0° C. under nitrogen and a solution of (3-methoxyphenylsulphanyl)acetaldehyde (11.5 g, 63.10 mmol) in dry dichloromethane (29 mL) was added dropwise over 25 min. The resultant green solution was stirred for 2 min and then saturated aqueous sodium bicarbonate solution (150 mL) was added at a rate so as to maintain the temperature <8° C. The reaction mixture was stirred for 5 min and then the laye... The reactants are CN1C(N(C(C=C1C(F)(F)F)=O)C=1C(=CC2=C(C(=NO2)C2=C(C=CC(=C2)OCC(=O)O)C)C1)F)=O ({{2-{5-[3,6-dihydro-3-methyl-2,6-dioxo-4-(trifluoromethyl)-1(2H)-pyrimidinyl]-6-fluoro-1,2-benzisoxazol-3-yl}-p-tolyl}oxy}acetic acid), C(=O)(N1C=NC=C1)N1C=NC=C1 (1,1'-carbonyldiimidazole), CS(=O)(=O)N (methanesulfonamide), N1(NCCCCCCCCC1)C1CCCCCCCCCC1 (diazabicycloundecane), Cl (hydrochloric acid), resultant mixture, resultant mixture. The solvent is O1CCCC1 (tetrahydrofuran), O1CCCC1 (tetrahydrofuran), O1CCCC1 (tetrahydrofuran). Product: CN1C(N(C(C=C1C(F)(F)F)=O)C=1C(=CC2=C(C(=NO2)C2=C(C=CC(=C2)OCC(=O)NS(=O)(=O)C)C)C1)F)=O ({2-[5-[3,6-Dihydro-3-methyl-2,6-dioxo-4-(trifluoromethyl)-1(2H)-pyrimidinyl]-6-fluoro-1,2-benzisoxazol-3-yl}-p-tolyl}oxy-N-(methylsulfonyl)acetamide). Isolated yield 92.7%. Reaction SMILES: [CH3:1][N:2]1[C:7]([C:8]([F:11])([F:10])[F:9])=[CH:6][C:5](=[O:12])[N:4]([C:13]2[C:14]([F:34])=[CH:15][C:16]3[O:20][N:19]=[C:18]([C:21]4[CH:26]=[C:25]([O:27][CH2:28][C:29](O)=[O:30])[CH:24]=[CH:23][C:22]=4[CH3:32])[C:17]=3[CH:33]=2)[C:3]1=[O:35].C(N1C=CN=C1)(N1C=CN=C1)=O.[CH3:48][S:49]([NH2:52])(=[O:51])=[O:50].N1(C2CCCCCCCCCC2)CCCCCCCCCN1.Cl>O1CCCC1>[CH3:1][N:2]1[C:7]([C:8]([F:10])([F:11])[F:9])=[CH:6][C:5](=[O:12])[N:4]([C:13]2[C:14]([F:34])=[CH:15][C:16]3[O:20][N:19]=[C:18]([C:21]4[CH:26]=[C:25]([O:27][CH2:28][C:29]([NH:52][S:49]([CH3:48])(=[O:51])=[O:50])=[O:30])[CH:24]=[CH:23][C:22]=4[CH3:32])[C:17]=3[CH:33]=2)[C:3]1=[O:35]. Procedure details: A solution of {{2-{5-[3,6-dihydro-3-methyl-2,6-dioxo-4-(trifluoromethyl)-1(2H)-pyrimidinyl]-6-fluoro-1,2-benzisoxazol-3-yl}-p-tolyl}oxy}acetic acid (1.54 g, 0.00312 mol) in tetrahydrofuran is added dropwise to a suspension of 1,1'-carbonyldiimidazole (1.06 g, 0.00655 mol) in tetrahydrofuran. The resultant mixture is stirred 1.5 hours and cooled to room temperature. A mixture of methanesulfonamide (0.594 g, 0.00624 mol), diazabicycloundecane (1.09 g, 0.00702 mol) and tetrahydrofuran is added drop...